From a dataset of the Open Reaction Database (ORD), a public repository of structured organic reaction records. describe an organic reaction: reactants, conditions, products, and yield The reactants are N1(CCCC1)CCCS(=O)(=O)C1=CC=C(C=C1)NC1=NC=C(C=N1)N (N-[4-(3-Pyrrolidin-1-yl-Propane-1-Sulfonyl)-Phenyl]-Pyrimidine-2,5-Diamine), CC=1C=C(C(=O)NC=2C=CC(=C(C(=O)O)C2)Cl)C=CC1 (5-(3-Methylbenzamido)-2-Chlorobenzoic Acid), ClC1=NC(=NC(=N1)OC)OC (2-chloro-4,6-dimethoxy-1,3,5-triazine), CN1CCOCC1 (4-methylmorpholine). Run in CN(C)C=O (DMF), C(Cl)Cl (CH2Cl2), C(Cl)Cl (CH2Cl2). Conditions: time 75 minute. Yields the product ClC1=C(C(=O)NC=2C=NC(=NC2)NC2=CC=C(C=C2)S(=O)(=O)CCCN2CCCC2)C=C(C=C1)NC(C1=CC(=CC=C1)C)=O (2-Chloro-5-(3-Methyl-Benzoylamino)-N-{2-[4-(3-Pyrrolidin-1-yl-Propane-1-Sulfonyl)-Phenylamino]-Pyrimidin-5-yl}-Benzamide). Yield: 44.7%. RXN SMILES: [CH3:1][C:2]1[CH:3]=[C:4]([CH:18]=[CH:19][CH:20]=1)[C:5]([NH:7][C:8]1[CH:9]=[CH:10][C:11]([Cl:17])=[C:12]([CH:16]=1)[C:13]([OH:15])=O)=[O:6].ClC1N=C(OC)N=C(OC)N=1.CN1CCOCC1.[N:39]1([CH2:44][CH2:45][CH2:46][S:47]([C:50]2[CH:55]=[CH:54][C:53]([NH:56][C:57]3[N:62]=[CH:61][C:60]([NH2:63])=[CH:59][N:58]=3)=[CH:52][CH:51]=2)(=[O:49])=[O:48])[CH2:43][CH2:42][CH2:41][CH2:40]1>C(Cl)Cl.CN(C=O)C>[Cl:17][C:11]1[CH:10]=[CH:9][C:8]([NH:7][C:5](=[O:6])[C:4]2[CH:18]=[CH:19][CH:20]=[C:2]([CH3:1])[CH:3]=2)=[CH:16][C:12]=1[C:13]([NH:63][C:60]1[CH:61]=[N:62][C:57]([NH:56][C:53]2[CH:54]=[CH:55][C:50]([S:47]([CH2:46][CH2:45][CH2:44][N:39]3[CH2:43][CH2:42][CH2:41][CH2:40]3)(=[O:48])=[O:49])=[CH:51][CH:52]=2)=[N:58][CH:59]=1)=[O:15]. Reported procedure: To a solution of intermediate 4 (Example 7) (290 mg, 1 mmol) in anhydrous CH2Cl2 (30 mL), 2-chloro-4,6-dimethoxy-1,3,5-triazine (210 mg, 1.2 mmol) and 4-methylmorpholine (300 mg, 3 mmol) were added. After the reaction mixture was stirred at room temperature for 75 minutes, intermediate 2 (Example 3) (100 mg, 0.3 mmol) in anhydrous DMF (2.5 mL) was added into the solution. The solution was stirred under argon for overnight. The residue was dissolved in CH2Cl2 (20 mL) and washed with aqueous satur...